From a dataset of the Open Reaction Database (ORD), a public repository of structured organic reaction records. describe an organic reaction: reactants, conditions, products, and yield Starting materials: FC1=CC=C(C=C1)N1N=CC2=CC(=CC=C12)O[C@@H]([C@H](C)N)C1=CC(=CC=C1)OC ((1R,2S)-1-{[1-(4-fluorophenyl)-1H-indazol-5-yl]oxy}-1-(3-methoxyphenyl)propan-2-amine), CC1=C(C=NO1)C(=O)O (5-methylisoxazole-4-carboxylic acid). Product: FC1=CC=C(C=C1)N1N=CC2=CC(=CC=C12)O[C@@H]([C@H](C)NC(=O)C=1C=NOC1C)C1=CC(=CC=C1)OC (N-[(1R—2S)-1-[1-(4-fluorophenyl)indazol-5-yl]oxy-1-(3-methoxyphenyl)propan-2-yl]-5-methyl-1,2-oxazole-4-carboxamide). As a reaction SMILES: [F:1][C:2]1[CH:7]=[CH:6][C:5]([N:8]2[C:16]3[C:11](=[CH:12][C:13]([O:17][C@H:18]([C:22]4[CH:27]=[CH:26][CH:25]=[C:24]([O:28][CH3:29])[CH:23]=4)[C@@H:19]([NH2:21])[CH3:20])=[CH:14][CH:15]=3)[CH:10]=[N:9]2)=[CH:4][CH:3]=1.[CH3:30][C:31]1[O:35][N:34]=[CH:33][C:32]=1[C:36](O)=[O:37]>>[F:1][C:2]1[CH:3]=[CH:4][C:5]([N:8]2[C:16]3[C:11](=[CH:12][C:13]([O:17][C@H:18]([C:22]4[CH:27]=[CH:26][CH:25]=[C:24]([O:28][CH3:29])[CH:23]=4)[C@@H:19]([NH:21][C:36]([C:32]4[CH:33]=[N:34][O:35][C:31]=4[CH3:30])=[O:37])[CH3:20])=[CH:14][CH:15]=3)[CH:10]=[N:9]2)=[CH:6][CH:7]=1. Procedure: Prepared as described in Example 269 from (1R,2S)-1-(1-(4-fluorophenyl)-1H-indazol-5-yloxy)-1-(3-methoxyphenyl)propan-2-amine (6a, 50 mg, 0.13 mmol) and 5-methylisoxazole-4-carboxylic acid (19 mg, 0.15 mmol). Starting materials: CCC12CCC3=C(CCc4cc(O)ccc43)C1=CCC2=O, c1ccccc1. The product is CCC12CCC3=C(CCc4cc(O)ccc43)C1CCC2=O. Reaction SMILES: [CH2:1]([CH3:2])[C:3]12[C:4](=[O:21])[CH2:5][CH:6]=[C:7]1[C:8]1=[C:9]([CH2:10][CH2:11]2)[c:12]2[cH:13][cH:14][c:15]([OH:20])[cH:16][c:17]2[CH2:18][CH2:19]1.[cH:22]1[cH:23][cH:24][cH:25][cH:26][cH:27]1>>[CH2:1]([CH3:2])[C:3]12[C:4](=[O:21])[CH2:5][CH2:6][CH:7]1[C:8]1=[C:9]([CH2:10][CH2:11]2)[c:12]2[cH:13][cH:14][c:15]([OH:20])[cH:16][c:17]2[CH2:18][CH2:19]1. Starting materials: C(C)(C)(C)OC(=O)N1CCN(CC1)C1=C(C=CC(=C1)NS(=O)(=O)C1=CC(=CC=C1)OC(F)F)C (4-[5-(3-Difluoromethoxy-benzenesulfonylamino)-2-methyl-phenyl]-piperazine-1-carboxylic acid tert-butyl ester), Cl (hydrochloric acid). The solvent is ClCCl (dichloromethane), C(C)OCC (diethyl ether). Conditions: time 16 hour. The product is Cl.FC(OC=1C=C(C=CC1)S(=O)(=O)NC1=CC(=C(C=C1)C)N1CCNCC1)F (3-Difluoromethoxy-N-(4-methyl-3-piperazin-1-yl-phenyl)-benzenesulfonamide hydrochloride). Reaction SMILES: C(OC([N:8]1[CH2:13][CH2:12][N:11]([C:14]2[CH:19]=[C:18]([NH:20][S:21]([C:24]3[CH:29]=[CH:28][CH:27]=[C:26]([O:30][CH:31]([F:33])[F:32])[CH:25]=3)(=[O:23])=[O:22])[CH:17]=[CH:16][C:15]=2[CH3:34])[CH2:10][CH2:9]1)=O)(C)(C)C.[ClH:35]>ClCCl.C(OCC)C>[ClH:35].[F:33][CH:31]([F:32])[O:30][C:26]1[CH:25]=[C:24]([S:21]([NH:20][C:18]2[CH:17]=[CH:16][C:15]([CH3:34])=[C:14]([N:11]3[CH2:10][CH2:9][NH:8][CH2:13][CH2:12]3)[CH:19]=2)(=[O:22])=[O:23])[CH:29]=[CH:28][CH:27]=1 |f:4.5|. Procedure: 4-[5-(3-Difluoromethoxy-benzenesulfonylamino)-2-methyl-phenyl]-piperazine-1-carboxylic acid tert-butyl ester (0.097 g, 0.195 mmol) was dissolved in 5 mL of dichloromethane. A solution of 0.293 mL of 2N hydrochloric acid in diethyl ether was added and the mixture stirred for 16 h at room temperature. The solvents were evaporated, the residue purified via reversed phase HPLC and fractions containing the product were combined. The pH was adjusted to 9 with aqueous sodium bicarbonate and the aqueous... Reactants: O=C([O-])[O-], Cc1ccccc1, CCO, [Cl-], [Li+], [Na+], [Na+], Cl[Pd]Cl, CN(C)c1ccc(-c2cnc3c(c2)c(I)cn3S(=O)(=O)c2ccccc2)cc1, c1ccc(P(c2ccccc2)c2ccccc2)cc1, c1ccc(P(c2ccccc2)c2ccccc2)cc1, OB(O)c1ccoc1. Product: CN(C)c1ccc(-c2cnc3c(c2)c(-c2ccoc2)cn3S(=O)(=O)c2ccccc2)cc1. As a reaction SMILES: [C:37](=[O:38])([O-:39])[O-:40].[CH3:86][c:87]1[cH:88][cH:89][cH:90][cH:91][cH:92]1.[CH3:93][CH2:94][OH:95].[Cl-:43].[Li+:44].[Na+:41].[Na+:42].[Pd:45]([Cl:46])[Cl:47].[c:1]1([S:7](=[O:8])(=[O:9])[n:10]2[cH:11][c:12]([I:28])[c:13]3[c:14]2[n:15][cH:16][c:17](-[c:19]2[cH:20][cH:21][c:22]([N:25]([CH3:26])[CH3:27])[cH:23][cH:24]2)[cH:18]3)[cH:2][cH:3][cH:4][cH:5][cH:6]1.[c:48]1([P:49]([c:50]2[cH:51][cH:52][cH:53][cH:54][cH:55]2)[c:56]2[cH:57][cH:58][cH:59][cH:60][cH:61]2)[cH:62][cH:63][cH:64][cH:65][cH:66]1.[c:67]1([P:68]([c:69]2[cH:70][cH:71][cH:72][cH:73][cH:74]2)[c:75]2[cH:76][cH:77][cH:78][cH:79][cH:80]2)[cH:81][cH:82][cH:83][cH:84][cH:85]1.[o:29]1[cH:30][c:31]([B:34]([OH:35])[OH:36])[cH:32][cH:33]1>>[c:1]1([S:7](=[O:8])(=[O:9])[n:10]2[cH:11][c:12](-[c:31]3[cH:30][o:29][cH:33][cH:32]3)[c:13]3[c:14]2[n:15][cH:16][c:17](-[c:19]2[cH:20][cH:21][c:22]([N:25]([CH3:26])[CH3:27])[cH:23][cH:24]2)[cH:18]3)[cH:2][cH:3][cH:4][cH:5][cH:6]1.